From a dataset of the Open Reaction Database (ORD), a public repository of structured organic reaction records. describe an organic reaction: reactants, conditions, products, and yield The reactants are CN(C)C=O, COC(=O)c1sc(-c2ccccc2)cc1N, CI. Yields the product CNc1cc(-c2ccccc2)sc1C(=O)OC. As a reaction SMILES: [CH3:19][N:20]([CH3:21])[CH:22]=[O:23].[CH3:1][O:2][C:3](=[O:4])[c:5]1[s:6][c:7](-[c:11]2[cH:12][cH:13][cH:14][cH:15][cH:16]2)[cH:8][c:9]1[NH2:10].[I:17][CH3:18]>>[CH3:1][O:2][C:3](=[O:4])[c:5]1[s:6][c:7](-[c:11]2[cH:12][cH:13][cH:14][cH:15][cH:16]2)[cH:8][c:9]1[NH:10][CH3:18]. Reactants: CC(CC)=NO (methylethylketone oxime), C1(CCCCC1)N=C=NC1CCCCC1 (dicyclohexylcarbodiimide). Reagents/catalysts: [OH-].[Na+] (NaOH). The solvent is C1CCOC1 (THF). Conditions: time 5 hour. Product: C1(CCCCC1)NC(ON=C(C)CC)=NC1CCCCC1 (1,3-Dicyclohexyl-O—(N-2-butylideneamino)-isourea). Yield: 76.6%. As a reaction SMILES: [CH3:1][C:2](=[N:5][OH:6])[CH2:3][CH3:4].[CH:7]1([N:13]=[C:14]=[N:15][CH:16]2[CH2:21][CH2:20][CH2:19][CH2:18][CH2:17]2)[CH2:12][CH2:11][CH2:10][CH2:9][CH2:8]1>C1COCC1.[OH-].[Na+]>[CH:16]1([NH:15][C:14](=[N:13][CH:7]2[CH2:12][CH2:11][CH2:10][CH2:9][CH2:8]2)[O:6][N:5]=[C:2]([CH2:3][CH3:4])[CH3:1])[CH2:17][CH2:18][CH2:19][CH2:20][CH2:21]1 |f:3.4|. Procedure: To a solution of methylethylketone oxime (4.6 g, 0.053 mol) in dry THF (30 ml) is added finely powdered NaOH (0.15 g) and dicyclohexylcarbodiimide (10.3 g, 0.05 mol). The mixture is then stirred 5 h at room temperature under argon. The turbid mixture is thereafter filtered and evaporated under reduced pressure. The residue is stirred 10 minutes with acetonitrile (30 ml), the acetonitrile phase is then discarded, the oily residue is dissolved in dichloromethane (30 ml), filtered and evaporated to... The reactants are ClC1=CC=C(C=C1)C=1C(=NC=C(C(=O)O)C1)OCC(F)(F)F (5-(4-chloro-phenyl)-6-(2,2,2-trifluoro-ethoxy)-nicotinic acid), CC1=NOC(=N1)CN (3-methyl-1,2,4-oxadiazole-5-methanamine). The product is ClC1=CC=C(C=C1)C=1C(=NC=C(C(=O)NCC2=NC(=NO2)C)C1)OCC(F)(F)F (5-(4-chlorophenyl)-N-((3-methyl-1,2,4-oxadiazol-5-yl)methyl)-6-(2,2,2-trifluoroethoxy)nicotinamide). RXN SMILES: [Cl:1][C:2]1[CH:7]=[CH:6][C:5]([C:8]2[C:9]([O:17][CH2:18][C:19]([F:22])([F:21])[F:20])=[N:10][CH:11]=[C:12]([CH:16]=2)[C:13](O)=[O:14])=[CH:4][CH:3]=1.[CH3:23][C:24]1[N:28]=[C:27]([CH2:29][NH2:30])[O:26][N:25]=1>>[Cl:1][C:2]1[CH:7]=[CH:6][C:5]([C:8]2[C:9]([O:17][CH2:18][C:19]([F:21])([F:22])[F:20])=[N:10][CH:11]=[C:12]([CH:16]=2)[C:13]([NH:30][CH2:29][C:27]2[O:26][N:25]=[C:24]([CH3:23])[N:28]=2)=[O:14])=[CH:4][CH:3]=1. Procedure: The title compound was synthesized in analogy to Example 1 using 5-(4-chloro-phenyl)-6-(2,2,2-trifluoro-ethoxy)-nicotinic acid (CAN 1018782-82-5) and 3-methyl-1,2,4-oxadiazole-5-methanamine (CAN 90928-92-0) as starting materials; LC-MS (UV peak area/ESI) 100%, 425.0644 (M−H)−.